This data is from the Open Reaction Database (ORD), a public repository of structured organic reaction records. The task is: describe an organic reaction: reactants, conditions, products, and yield The reactants are C(CC)C1CCC(CC1)C(CO)CO (2-(4'-propylcyclohexyl) propane-1,3-diol), FC1=CC=C(C=O)C=C1 (4-fluorobenzaldehyde), CC=1C=CC(=CC1)S(=O)(=O)O (TsOH), O (water). Run in ClCCl (dichloromethane). The product is FC1=CC=C(C=C1)[C@@H]1OC[C@H](CO1)[C@@H]1CC[C@H](CC1)CCC (trans-2-(4'-fluorophenyl)-5-(trans-4'-propylcyclohexyl)-1,3-dioxane). The yield is 50.0%. RXN SMILES: [CH2:1]([CH:4]1[CH2:9][CH2:8][CH:7]([CH:10]([CH2:13][OH:14])[CH2:11][OH:12])[CH2:6][CH2:5]1)[CH2:2][CH3:3].[F:15][C:16]1[CH:23]=[CH:22][C:19]([CH:20]=O)=[CH:18][CH:17]=1.CC1C=CC(S(O)(=O)=O)=CC=1.O>ClCCl>[F:15][C:16]1[CH:23]=[CH:22][C:19]([C@H:20]2[O:12][CH2:11][C@H:10]([C@H:7]3[CH2:8][CH2:9][C@H:4]([CH2:1][CH2:2][CH3:3])[CH2:5][CH2:6]3)[CH2:13][O:14]2)=[CH:18][CH:17]=1. Reported procedure: In 40 cm3 of dichloromethane, 1.5 g (0.008 mol) of 2-(4'-propylcyclohexyl) propane-1,3-diol, 1.4 g (0.01 mol) of 4-fluorobenzaldehyde (manufactured by Aldrich), and 0.1 g of TsOH were refluxed for 3 hours over a hot water bath fitted with a Dean-Stark trap and the water formed was continuously removed from the reaction system. The reaction solution was washed with water and the dichloromethane was distilled off. The distillation residue was recrystallized from a solvent mixture of acetone and me... Starting materials: C(C1=CC=CC=C1)(=O)C1=C(C2=C(S1)C=CC=C2)O (2-benzoyl-benzo[b]thiophen-3-ol), C(C)(=O)[O-].C(CC)[NH3+] (n-propylammonium acetate), petroleum ether ethyl acetate. Yields the product C(CC)N\C(=C\1/C(C2=C(S1)C=CC=C2)=O)\C2=CC=CC=C2 ((E)-2-{[(Propyl)amino]phenylmethylene}-benzo[b]thiophen-3-(2H)-one). Yield: 68.0%. Reaction SMILES: [C:1]([C:9]1[S:13][C:12]2[CH:14]=[CH:15][CH:16]=[CH:17][C:11]=2[C:10]=1[OH:18])(=O)[C:2]1[CH:7]=[CH:6][CH:5]=[CH:4][CH:3]=1.C([O-])(=O)C.[CH2:23]([NH3+:26])[CH2:24][CH3:25]>>[CH2:23]([NH:26]/[C:1](/[C:2]1[CH:7]=[CH:6][CH:5]=[CH:4][CH:3]=1)=[C:9]1\[C:10](=[O:18])[C:11]2[CH:17]=[CH:16][CH:15]=[CH:14][C:12]=2[S:13]\1)[CH2:24][CH3:25] |f:1.2|. Reported procedure: Prepared as in Example 35 from 2-benzoyl-benzo[b]thiophen-3-ol and n-propylammonium acetate with a yield of 68% of theory; m.p. 124°-125° C. (petroleum ether/ethyl acetate 1:1). The reactants are CC(C)(C)[NH3+], C1CCOC1, C[Si](C)(C)C#CC1N=C(N)c2ccccc2N1, Cl, [F-]. Yields the product C#CC1N=C(N)c2ccccc2N1, Cl. As a reaction SMILES: [C:20]([NH3+:21])([CH3:22])([CH3:23])[CH3:24].[CH2:25]1[O:26][CH2:27][CH2:28][CH2:29]1.[CH3:2][Si:3]([CH3:4])([CH3:5])[C:6]#[C:7][CH:8]1[NH:9][c:10]2[cH:11][cH:12][cH:13][cH:14][c:15]2[C:16]([NH2:18])=[N:17]1.[ClH:1].[F-:19]>>[CH:6]#[C:7][CH:8]1[NH:9][c:10]2[cH:11][cH:12][cH:13][cH:14][c:15]2[C:16]([NH2:18])=[N:17]1.[ClH:1]. Reactants: FC1=C2C=CC(NC2=CC(=C1)F)=O (5,7-Difluoroquinolin-2(1H)-one), C(C1=CC=CC=C1)OC(=O)N[C@H]1[C@H](CN(CC1)CCCl)C(=O)OC (methyl (3S,4R)-4-{[(benzyloxy)carbonyl]amino}-1-(2-chloroethyl)piperidine-3-carboxylate), C(C1=CC=CC=C1)OC(=O)N[C@H]1[C@H](CN(CC1)CCCl)C(=O)OC (methyl (3S,4R)-4-{[(benzyloxy)carbonyl]amino}-1-(2-chloroethyl)piperidine-3-carboxylate), FC1=C2C=CC(NC2=CC(=C1)F)=O (5,7-Difluoroquinolin-2(1H)-one), [H-].[Na+] (sodium hydride), FC1=CC=C2C=CC(N(C2=C1F)CCN1CCC(CC1)NC(OC(C)(C)C)=O)=O (tert-butyl {1-[2-(7,8-difluoro-2-oxoquinolin-1(2H)-yl)ethyl]piperidin-4-yl}carbamate). Product: C(C1=CC=CC=C1)OC(=O)N[C@H]1[C@H](CN(CC1)CCN1C(C=CC2=C(C=C(C=C12)F)F)=O)C(=O)OC (Methyl (3S,4R)-4-{[(benzyloxy)carbonyl]amino}-1-[2-(5,7-difluoro-2-oxoquinolin-1(2H)-yl)ethyl]piperidine-3-carboxylate). As a reaction SMILES: [F:1][C:2]1[CH:11]=[C:10]([F:12])[CH:9]=[C:8]2[C:3]=1[CH:4]=[CH:5][C:6](=[O:13])[NH:7]2.[H-].[Na+].[CH2:16]([O:23][C:24]([NH:26][C@@H:27]1[CH2:32][CH2:31][N:30]([CH2:33][CH2:34]Cl)[CH2:29][C@@H:28]1[C:36]([O:38][CH3:39])=[O:37])=[O:25])[C:17]1[CH:22]=[CH:21][CH:20]=[CH:19][CH:18]=1.FC1C(F)=C2C(C=CC(=O)N2CCN2CCC(NC(=O)OC(C)(C)C)CC2)=CC=1>>[CH2:16]([O:23][C:24]([NH:26][C@@H:27]1[CH2:32][CH2:31][N:30]([CH2:33][CH2:34][N:7]2[C:8]3[C:3](=[C:2]([F:1])[CH:11]=[C:10]([F:12])[CH:9]=3)[CH:4]=[CH:5][C:6]2=[O:13])[CH2:29][C@@H:28]1[C:36]([O:38][CH3:39])=[O:37])=[O:25])[C:17]1[CH:18]=[CH:19][CH:20]=[CH:21][CH:22]=1 |f:1.2|. Procedure details: 5,7-Difluoroquinolin-2(1H)-one (Intermediate 25) (350 mg, 1.93 mmol) was deprotonated with sodium hydride (85 mg, 60% in oil, 2.13 mmol) and alkylated with methyl (3S,4R)-4-{[(benzyloxy)carbonyl]amino}-1-(2-chloroethyl)piperidine-3-carboxylate (Intermediate 36) (1.93 mmol) as described for Intermediate 20. Colorless hard foam, 604 mg (63%). Reactants: NC=1C=C2C(C(NC2=CC1N)=O)(C)C (5,6-diamino-3,3-dimethylindolin-2-one), N (ammonia), C(CCC(=O)O)(=O)O (succinic acid), Cl (hydrochloric acid). The solvent is O (water). The product is C(=O)(O)CCC=1NC2=C(N1)C=C1C(=C2)NC(C1(C)C)=O (2-(2-Carboxyethyl)-7,7-dimethyl-6,7-dihydro-3H,5H-pyrrolo[2,3-f]benzimidazol-6-one). As a reaction SMILES: [NH2:1][C:2]1[CH:3]=[C:4]2[C:8](=[CH:9][C:10]=1[NH2:11])[NH:7][C:6](=[O:12])[C:5]2([CH3:14])[CH3:13].[C:15](O)(=O)[CH2:16][CH2:17][C:18]([OH:20])=[O:19].Cl.N>O>[C:18]([CH2:17][CH2:16][C:15]1[NH:11][C:10]2[CH:9]=[C:8]3[NH:7][C:6](=[O:12])[C:5]([CH3:14])([CH3:13])[C:4]3=[CH:3][C:2]=2[N:1]=1)([OH:20])=[O:19]. Reported procedure: Analogously to Example 1, a solution of 3.82 g. 5,6-diamino-3,3-dimethylindolin-2-one and 2.36 g. succinic acid in 10 ml. 4N hydrochloric acid is heated for 4 hours at 135° C. (bath temperature). The reaction mixture is then evaporated in a vacuum until a thick slurry has formed. 10 ml. water are added thereto and the pH is adjusted to 10 with concentrated aqueous ammonia solution. Insoluble material is filtered off with suction and washed with water and the filtrate is treated with charcoal, fi... Reactants: CCc1ccc(C(O)COc2ccc(CC3SC(=O)NC3=O)cc2)nc1, CC(=O)OC(C)=O, CS(C)=O, O. Yields the product CCc1ccc(C(=O)COc2ccc(CC3SC(=O)NC3=O)cc2)nc1. Reaction SMILES: [CH2:1]([CH3:2])[c:3]1[cH:4][cH:5][c:6]([CH:9]([CH2:10][O:11][c:12]2[cH:13][cH:14][c:15]([CH2:16][CH:17]3[C:18](=[O:23])[NH:19][C:20](=[O:22])[S:21]3)[cH:24][cH:25]2)[OH:26])[n:7][cH:8]1.[CH3:27][C:28]([O:29][C:30](=[O:31])[CH3:32])=[O:33].[CH3:34][S:35]([CH3:36])=[O:37].[OH2:38]>>[CH2:1]([CH3:2])[c:3]1[cH:4][cH:5][c:6]([C:9]([CH2:10][O:11][c:12]2[cH:13][cH:14][c:15]([CH2:16][CH:17]3[C:18](=[O:23])[NH:19][C:20](=[O:22])[S:21]3)[cH:24][cH:25]2)=[O:26])[n:7][cH:8]1. The reactants are Brc1nnc(Br)s1, CCOC(C)=O, Cc1ccccc1, CCO, ClCCl, [Na+], [Na+], O=C([O-])[O-], O, OB(O)c1ccccc1, c1ccc(P(c2ccccc2)(c2ccccc2)[Pd](P(c2ccccc2)(c2ccccc2)c2ccccc2)(P(c2ccccc2)(c2ccccc2)c2ccccc2)P(c2ccccc2)(c2ccccc2)c2ccccc2)cc1. Yields the product Brc1nnc(-c2ccccc2)s1. As a reaction SMILES: [Br:10][c:11]1[s:12][c:13]([Br:16])[n:14][n:15]1.[CH3:114][CH2:115][O:116][C:117](=[O:118])[CH3:119].[CH3:23][c:24]1[cH:25][cH:26][cH:27][cH:28][cH:29]1.[CH3:30][CH2:31][OH:32].[Cl:111][CH2:112][Cl:113].[Na+:17].[Na+:18].[O-:19][C:20](=[O:21])[O-:22].[OH2:33].[OH:1][B:2]([OH:3])[c:4]1[cH:5][cH:6][cH:7][cH:8][cH:9]1.[cH:34]1[cH:35][cH:36][c:37]([P:38]([Pd:39]([P:40]([c:41]2[cH:42][cH:43][cH:44][cH:45][cH:46]2)([c:47]2[cH:48][cH:49][cH:50][cH:51][cH:52]2)[c:53]2[cH:54][cH:55][cH:56][cH:57][cH:58]2)([P:59]([c:60]2[cH:61][cH:62][cH:63][cH:64][cH:65]2)([c:66]2[cH:67][cH:68][cH:69][cH:70][cH:71]2)[c:72]2[cH:73][cH:74][cH:75][cH:76][cH:77]2)[P:78]([c:79]2[cH:80][cH:81][cH:82][cH:83][cH:84]2)([c:85]2[cH:86][cH:87][cH:88][cH:89][cH:90]2)[c:91]2[cH:92][cH:93][cH:94][cH:95][cH:96]2)([c:97]2[cH:98][cH:99][cH:100][cH:101][cH:102]2)[c:103]2[cH:104][cH:105][cH:106][cH:107][cH:108]2)[cH:109][cH:110]1>>[c:4]1(-[c:13]2[s:12][c:11]([Br:10])[n:15][n:14]2)[cH:5][cH:6][cH:7][cH:8][cH:9]1.